Dataset: the Open Reaction Database (ORD), a public repository of structured organic reaction records. Task: describe an organic reaction: reactants, conditions, products, and yield The reactants are NCC1CC(CO1)SC1=C(N2C(C(C2C1C)C(C)O)=O)C(=O)O (3-[[5-(Aminomethyl)tetrahydro-3-furanyl]thio]-6-(1-hydroxyethyl)-4-methyl-7-oxo-1-azabicyclo[3.2.0]hept-2-ene-2-carboxylic acid), P(=O)([O-])([O-])[O-].[Na+].[Na+].[Na+] (sodium phosphate), Cl.C(C)(OCC)=N (ethyl acetimidate hydrochloride). The product is OC(C)C1C2C(C(=C(N2C1=O)C(=O)O)SC1COC(C1)CNC(C)=N)C (6-(1-Hydroxyethyl)-4-methyl-7-oxo-3-[[tetrahydro-5-[[(1-iminoethyl)amino]methyl]-3-furanyl]thio]-1-azabicyclo[3.2.0]-hept-2-ene-2-carboxylic acid). The yield is 77.3%. As a reaction SMILES: [NH2:1][CH2:2][CH:3]1[O:7][CH2:6][CH:5]([S:8][C:9]2[CH:15]([CH3:16])[CH:14]3[N:11]([C:12](=[O:20])[CH:13]3[CH:17]([OH:19])[CH3:18])[C:10]=2[C:21]([OH:23])=[O:22])[CH2:4]1.P([O-])([O-])([O-])=O.[Na+].[Na+].[Na+].Cl.[C:33](=[NH:38])(OCC)[CH3:34]>>[OH:19][CH:17]([CH:13]1[C:12](=[O:20])[N:11]2[CH:14]1[CH:15]([CH3:16])[C:9]([S:8][CH:5]1[CH2:4][CH:3]([CH2:2][NH:1][C:33](=[NH:38])[CH3:34])[O:7][CH2:6]1)=[C:10]2[C:21]([OH:23])=[O:22])[CH3:18] |f:1.2.3.4,5.6|. Procedure: The title compound is prepared by the procedure of Example 47 using 0.052 g of product from Example 46, 5 ml of sodium phosphate buffer (pH 7) adjusted to pH 8.5 and 0.097 g of ethyl acetimidate hydrochloride to give 0.045 g of the desired product. Reactants: CN1CCc2[nH]c3ccc(C(=O)O)cc3c2C1, CN1CCCC1=O, C=Cc1ccc(C(=O)O)nc1, [K+], [OH-]. Product: CN1CCc2c(c3cc(C(=O)O)ccc3n2CCc2ccc(C(=O)O)nc2)C1. As a reaction SMILES: [CH3:1][N:2]1[CH2:3][c:4]2[c:5]([nH:6][c:7]3[cH:8][cH:9][c:10]([C:13](=[O:14])[OH:15])[cH:11][c:12]23)[CH2:16][CH2:17]1.[CH3:31][N:32]1[CH2:33][CH2:34][CH2:35][C:36]1=[O:37].[CH:18](=[CH2:19])[c:20]1[cH:21][cH:22][c:23]([C:26](=[O:27])[OH:28])[n:24][cH:25]1.[K+:30].[OH-:29]>>[CH3:1][N:2]1[CH2:3][c:4]2[c:5]([n:6]([CH2:19][CH2:18][c:20]3[cH:21][cH:22][c:23]([C:26](=[O:27])[OH:28])[n:24][cH:25]3)[c:7]3[cH:8][cH:9][c:10]([C:13](=[O:14])[OH:15])[cH:11][c:12]23)[CH2:16][CH2:17]1. Starting materials: [Cl-].COC[P+](C1=CC=CC=C1)(C1=CC=CC=C1)C1=CC=CC=C1 ((methoxymethyl) triphenylphosphonium chloride), O=C1OCC2=NC(=CC=C21)C=O (5-oxo-5,7-dihydro-furo[3,4-b]pyridine-2-carbaldehyde), CC(C)([O-])C.[K+] (potassium tert butoxide), solution, [NH4+].[Cl-] (NH4Cl). The solvent is C1CCOC1 (THF), CC(C)(C)O (tBuOH), CC(C)(C)O (tBuOH). Reaction conditions: time 30 minute. The product is CO/C=C/C1=CC=C2C(=N1)COC2=O (E-2-(2-Methoxy-vinyl)-7H-furo[3,4-b]pyridin-5-one), CO\C=C/C1=CC=C2C(=N1)COC2=O (Z-2-(2-Methoxy-vinyl)-7H-furo[3,4-b]pyridin-5-one). Reaction SMILES: [Cl-].[CH3:2][O:3][CH2:4][P+](C1C=CC=CC=1)(C1C=CC=CC=1)C1C=CC=CC=1.CC(C)([O-])C.[K+].[O:30]=[C:31]1[C:39]2[C:34](=[N:35][C:36]([CH:40]=O)=[CH:37][CH:38]=2)[CH2:33][O:32]1.[NH4+].[Cl-]>C1COCC1.CC(O)(C)C>[CH3:2][O:3]/[CH:4]=[CH:40]/[C:36]1[N:35]=[C:34]2[CH2:33][O:32][C:31](=[O:30])[C:39]2=[CH:38][CH:37]=1.[CH3:2][O:3]/[CH:4]=[CH:40]\[C:36]1[N:35]=[C:34]2[CH2:33][O:32][C:31](=[O:30])[C:39]2=[CH:38][CH:37]=1 |f:0.1,2.3,5.6|. Procedure details: To a suspension of (methoxymethyl) triphenylphosphonium chloride (889 mg, 2.6 mmol) in anhydrous THF (10 mL) is added slowly to a solution of potassium tert butoxide in tBuOH (2.4 mL of a 1.0 M solution in tBuOH, 2.4 mmol) under an argon atmosphere. The brown reaction mixture is stirred at room temperature for 30 min, cooled to 0° C. and treated with 5-oxo-5,7-dihydro-furo[3,4-b]pyridine-2-carbaldehyde (326 mg, 2.0 mmol) in one portion. The dark brown reaction mixture is stirred at room temperat... Product: Cc1ccnc(-c2cccc(NC(N)=S)c2)c1. Reactants: Cc1ccnc(-c2cccc(NC(=S)NC(=O)c3ccccc3)c2)c1, CO, Cl, [Na+], [OH-], O. RXN SMILES: [CH3:1][c:2]1[cH:3][c:4](-[c:8]2[cH:9][c:10]([NH:14][C:15](=[S:16])[NH:17][C:18](=[O:19])[c:20]3[cH:21][cH:22][cH:23][cH:24][cH:25]3)[cH:11][cH:12][cH:13]2)[n:5][cH:6][cH:7]1.[CH3:29][OH:30].[ClH:28].[Na+:27].[OH-:26].[OH2:31]>>[CH3:1][c:2]1[cH:3][c:4](-[c:8]2[cH:9][c:10]([NH:14][C:15](=[S:16])[NH2:17])[cH:11][cH:12][cH:13]2)[n:5][cH:6][cH:7]1. Reactants: O(C(=O)OC(C)(C)C)C(=O)OC(C)(C)C (BOC2O), N(CC(=O)O)CC(=O)O (iminodiacetic acid), C(O)([O-])=O.[Na+] (sodium hydrogen carbonate), C1CCOC1 (THF). The solvent is O (water). Conditions: time 2 day. Yields the product C(C)(C)(C)OC(=O)N(CC(=O)O)CC(=O)O ((tert-Butoxycarbonyl-carboxymethyl-amino)-acetic acid). RXN SMILES: [NH:1]([CH2:6][C:7]([OH:9])=[O:8])[CH2:2][C:3]([OH:5])=[O:4].C(=O)([O-])O.[Na+].C1COCC1.[O:20](C(OC(C)(C)C)=O)[C:21]([O:23][C:24]([CH3:27])([CH3:26])[CH3:25])=O>O>[C:24]([O:23][C:21]([N:1]([CH2:6][C:7]([OH:9])=[O:8])[CH2:2][C:3]([OH:5])=[O:4])=[O:20])([CH3:27])([CH3:26])[CH3:25] |f:1.2|. Reported procedure: A mixture of iminodiacetic acid (5.1 g, 38.3 mmol) and sodium hydrogen carbonate (NaHCO3, 12.9 g, 153 mmol) were dissolved in 50 mL of water. Once the bubbling subsided, 50 mL of THF was added followed by 10.0 g (46.0 mmol) of BOC2O. The mixture was stirred at ambient temperature for 2 days when starting materials were completely consumed as detected by ESI. The reaction was worked up by removing THF and washing the aqueous layer with Et2O twice. The pH of the aqueous layer was then adjusted to ... Starting materials: ClC=1C=CC(=C(C(=O)NCC2OC(OC2)(C)C)C1)OC(C)(C1=NN=C(N1C)C1=C(C=CC=C1)C(F)(F)F)C (5-chloro-N-[(2,2-dimethyl-1,3-dioxolan-4-yl)methyl]-2-(1-methyl-1-{4-methyl-5-[2-(trifluoromethyl)phenyl]-4H-1,2,4-triazol-3-yl}ethoxy)benzamide), Cl (hydrochloric acid), O (water), Cl (hydrochloric acid). Solvent: C1CCOC1 (THF). Reaction conditions: time 2 hour. The product is ClC=1C=CC(=C(C(=O)NCC(CO)O)C1)OC(C)(C1=NN=C(N1C)C1=C(C=CC=C1)C(F)(F)F)C (5-chloro-N-(2,3-dihydroxypropyl)-2-(1-methyl-1-{4-methyl-5-[2-(trifluoromethyl)phenyl)-4H-1,2,4-triazol-3-yl}ethoxy)benzamide). Isolated yield 87.3%. As a reaction SMILES: [Cl:1][C:2]1[CH:3]=[CH:4][C:5]([O:19][C:20]([CH3:38])([C:22]2[N:26]([CH3:27])[C:25]([C:28]3[CH:33]=[CH:32][CH:31]=[CH:30][C:29]=3[C:34]([F:37])([F:36])[F:35])=[N:24][N:23]=2)[CH3:21])=[C:6]([CH:18]=1)[C:7]([NH:9][CH2:10][CH:11]1[CH2:15][O:14]C(C)(C)[O:12]1)=[O:8].Cl.O>C1COCC1>[Cl:1][C:2]1[CH:3]=[CH:4][C:5]([O:19][C:20]([CH3:38])([C:22]2[N:26]([CH3:27])[C:25]([C:28]3[CH:33]=[CH:32][CH:31]=[CH:30][C:29]=3[C:34]([F:36])([F:37])[F:35])=[N:24][N:23]=2)[CH3:21])=[C:6]([CH:18]=1)[C:7]([NH:9][CH2:10][CH:11]([OH:12])[CH2:15][OH:14])=[O:8]. Procedure details: 5-chloro-N-[(2,2-dimethyl-1,3-dioxolan-4-yl)methyl]-2-(1-methyl-1-{4-methyl-5-[2-(trifluoromethyl)phenyl]-4H-1,2,4-triazol-3-yl}ethoxy)benzamide (362 mg) was suspended in THF (10 ml), 1M hydrochloric acid (10 ml) was added thereto, followed by stirring at room temperature for 2 hours, warming to 50° C. and stirring for 30 minutes. The reaction solution was cooled to room temperature, and water and 1M hydrochloric acid were added thereto, followed by extraction with ethyl acetate. The organic lay... Starting materials: C1(CCCC1)OC1=C(C#N)C=CC(=N1)OC1=CC(=C(C=C1)B1OC(C(O1)(C)C)(C)C)C=O (2-cyclopentyloxy-6-[3-formyl-4-(4,4,5,5-tetramethyl-[1,3,2]dioxaborolan-2-yl)-phenoxy]-nicotinonitrile), [BH4-].[Na+] (sodium borohydride), O (H2O), Cl (HCl). Solvent: CO (methanol). Reaction conditions: temperature 0 celsius, time 1 hour. Yields the product C1(CCCC1)OC1=C(C#N)C=CC(=N1)OC1=CC2=C(B(OC2)O)C=C1 (2-Cyclopentyloxy-6-(1-hydroxy-1,3-dihydro-benzo[c][1,2]oxaborol-5-yloxy)-nicotinonitrile). Reaction SMILES: [CH:1]1([O:6][C:7]2[N:14]=[C:13]([O:15][C:16]3[CH:21]=[CH:20][C:19]([B:22]4[O:26]C(C)(C)C(C)(C)[O:23]4)=[C:18]([CH:31]=O)[CH:17]=3)[CH:12]=[CH:11][C:8]=2[C:9]#[N:10])[CH2:5][CH2:4][CH2:3][CH2:2]1.[BH4-].[Na+].Cl.O>CO>[CH:1]1([O:6][C:7]2[N:14]=[C:13]([O:15][C:16]3[CH:21]=[CH:20][C:19]4[B:22]([OH:26])[O:23][CH2:31][C:18]=4[CH:17]=3)[CH:12]=[CH:11][C:8]=2[C:9]#[N:10])[CH2:2][CH2:3][CH2:4][CH2:5]1 |f:1.2|. Procedure details: To a solution of 2-cyclopentyloxy-6-[3-formyl-4-(4,4,5,5-tetramethyl-[1,3,2]dioxaborolan-2-yl)-phenoxy]-nicotinonitrile (2.0 g, 4.60 mmol) in methanol (15 mL) at 0° C. was added sodium borohydride (0.26 g, 6.90 mmol). After 1 h at rt, 2 M HCl was added to it at 0° C. until pH reached to 3˜4. The resulting mixture was stirred at 0° C. for 30 min and then sonicated to give white solid which was filtered and lyophilized to yield Z (0.85 g, 56%) as white solid. 1H NMR (400 MHz, DMSO-d6) δ 9.24 (s, 1... Starting materials: Cl (hydrochloric acid), Cl.COC([C@@H](N)CC1=CC=C(C=C1)N(CCCl)CCCl)=O (4-[bis(2-chloroethyl)-amino]-L-phenylalanine methyl ester hydrochloride). Run at temperature 0 celsius. Product: ClCCN(C1=CC=C(C[C@H](N)C(=O)O)C=C1)CCCl (4-[Bis(2-chloroethyl)-amino]-L-phenylalanine). Reaction SMILES: Cl.Cl.C[O:4][C:5](=[O:22])[C@H:6]([CH2:8][C:9]1[CH:14]=[CH:13][C:12]([N:15]([CH2:19][CH2:20][Cl:21])[CH2:16][CH2:17][Cl:18])=[CH:11][CH:10]=1)[NH2:7]>>[Cl:18][CH2:17][CH2:16][N:15]([CH2:19][CH2:20][Cl:21])[C:12]1[CH:11]=[CH:10][C:9]([CH2:8][C@@H:6]([C:5]([OH:22])=[O:4])[NH2:7])=[CH:14][CH:13]=1 |f:1.2|. Reported procedure: Concentrated hydrochloric acid (425 ml, 5 volume) was added to the crude 4-[bis(2-chloroethyl)-amino]-L-phenylalanine methyl ester hydrochloride (III) obtained in Example 1 and the reaction mixture was heated at 80° C. to 85° C. After completion of the reaction, as monitored by HPLC, the mixture was treated with activated carbon and filtered through hyflo bed. The filtrate was cooled to 0° C. and the pH of the filtrate was adjusted to pH 6.0 by addition of aqueous ammonia solution (450 ml). The ... Starting materials: COC(CCCCCOC=1C=CC2=C(N(C(=N2)S(=O)(=O)CC2=CC=CC=C2)C2=CC=C(C=C2)C)C1)=O (6-[[1-(4-methylphenyl)-2-(phenylmethanesulfonyl)-1H-benzimidazol-6-yl]oxy]hexanoic acid methyl ester), COCCCN (3-methoxypropylamine). The product is COCCCNC(CCCCCOC=1C=CC2=C(N(C(=N2)S(=O)(=O)CC2=CC=CC=C2)C2=CC=C(C=C2)C)C1)=O (N-(3-Methoxypropyl)-6-[[1-(4-methylphenyl)-2(-phenylmethanesulfonyl)-1H-benzimidazol-6-yl]oxy]hexanamide). As a reaction SMILES: CO[C:3](=[O:36])[CH2:4][CH2:5][CH2:6][CH2:7][CH2:8][O:9][C:10]1[CH:11]=[CH:12][C:13]2[N:17]=[C:16]([S:18]([CH2:21][C:22]3[CH:27]=[CH:26][CH:25]=[CH:24][CH:23]=3)(=[O:20])=[O:19])[N:15]([C:28]3[CH:33]=[CH:32][C:31]([CH3:34])=[CH:30][CH:29]=3)[C:14]=2[CH:35]=1.[CH3:37][O:38][CH2:39][CH2:40][CH2:41][NH2:42]>>[CH3:37][O:38][CH2:39][CH2:40][CH2:41][NH:42][C:3](=[O:36])[CH2:4][CH2:5][CH2:6][CH2:7][CH2:8][O:9][C:10]1[CH:11]=[CH:12][C:13]2[N:17]=[C:16]([S:18]([CH2:21][C:22]3[CH:23]=[CH:24][CH:25]=[CH:26][CH:27]=3)(=[O:19])=[O:20])[N:15]([C:28]3[CH:29]=[CH:30][C:31]([CH3:34])=[CH:32][CH:33]=3)[C:14]=2[CH:35]=1. Reported procedure: 100 mg of 6-[[1-(4-methylphenyl)-2-(phenylmethanesulfonyl)-1H-benzimidazol-6-yl]oxy]hexanoic acid methyl ester was reacted with 3-methoxypropylamine according to general operating instructions 4. 22 mg was obtained. The reactants are [Br-], [Br-], [Br-], O, c1ccncc1, c1cc[nH+]cc1, c1cc[nH+]cc1, c1cc[nH+]cc1, CCOC(=O)c1cc2ccccc2[nH]1. Product: CCOC(=O)c1[nH]c2ccccc2c1Br. Reaction SMILES: [Br-:1].[Br-:2].[Br-:3].[OH2:36].[cH:37]1[cH:38][cH:39][n:40][cH:41][cH:42]1.[nH+:10]1[cH:11][cH:12][cH:13][cH:14][cH:15]1.[nH+:16]1[cH:17][cH:18][cH:19][cH:20][cH:21]1.[nH+:4]1[cH:5][cH:6][cH:7][cH:8][cH:9]1.[nH:22]1[c:23]([C:31](=[O:32])[O:33][CH2:34][CH3:35])[cH:24][c:25]2[cH:26][cH:27][cH:28][cH:29][c:30]12>>[Br:1][c:24]1[c:23]([C:31](=[O:32])[O:33][CH2:34][CH3:35])[nH:22][c:30]2[c:25]1[cH:26][cH:27][cH:28][cH:29]2.